From a dataset of the Open Reaction Database (ORD), a public repository of structured organic reaction records. describe an organic reaction: reactants, conditions, products, and yield Starting materials: FC(C1=CC=2C(=NC=C(C2)CN)N1)(F)F (1-[2-(Trifluoromethyl)-1H-pyrrolo[2,3-b]pyridin-5-yl]methanamine), FC(C1=CC=2C(=NC=C(C2)CN)N1)(F)F (1-[2-(Trifluoromethyl)-1H-pyrrolo[2,3-b]pyridin-5-yl]methanamine), ClC1=NC=NC(=C1)C(F)F (4-chloro-6-(difluoromethyl)pyrimidine), ClC1=NC=NC(=C1)C(F)F (4-chloro-6-(difluoromethyl)pyrimidine), CCN(C(C)C)C(C)C (DIPEA). The solvent is CN1C(CCC1)=O (N-methyl-2-pyrrolidone), C(C)(=O)OCC (ethyl acetate). Reaction conditions: time 2 hour. Product: FC(C1=CC(=NC=N1)NCC=1C=C2C(=NC1)NC(=C2)C(F)(F)F)F (6-(Difluoromethyl)-N-{[2-(trifluoromethyl)-1H-pyrrolo[2,3-b]pyridin-5-yl]methyl}-4-pyrimidinamine). The yield is 18.8%. RXN SMILES: [F:1][C:2]([F:15])([F:14])[C:3]1[NH:13][C:6]2=[N:7][CH:8]=[C:9]([CH2:11][NH2:12])[CH:10]=[C:5]2[CH:4]=1.Cl[C:17]1[CH:22]=[C:21]([CH:23]([F:25])[F:24])[N:20]=[CH:19][N:18]=1.CCN(C(C)C)C(C)C>CN1CCCC1=O.C(OCC)(=O)C>[F:24][CH:23]([F:25])[C:21]1[N:20]=[CH:19][N:18]=[C:17]([NH:12][CH2:11][C:9]2[CH:10]=[C:5]3[CH:4]=[C:3]([C:2]([F:1])([F:14])[F:15])[NH:13][C:6]3=[N:7][CH:8]=2)[CH:22]=1. Procedure details: 1-[2-(Trifluoromethyl)-1H-pyrrolo[2,3-b]pyridin-5-yl]methanamine (Intermediate 5, 100 mg, 0.465 mmol), 4-chloro-6-(difluoromethyl)pyrimidine (Intermediate 22, 117 mg, 0.711 mmol) and DIPEA (0.162 mL, 0.929 mmol) were added together in N-methyl-2-pyrrolidone (3 mL) and the resulting mixture was stirred at room temperature for 2 hours. The reaction mixture was diluted with ethyl acetate and washed with water and brine. The organic layer was separated, dried under magnesium sulfate and evaporated u... Reactants: CCOC(C)=O, COC(=O)c1sccc1Nc1ccc(Cl)cc1N. Yields the product O=C1Nc2cc(Cl)ccc2Nc2ccsc21. As a reaction SMILES: [CH3:19][CH2:20][O:21][C:22]([CH3:23])=[O:24].[NH2:1][c:2]1[c:3]([NH:4][c:5]2[c:6]([C:10](=[O:11])[O:12][CH3:13])[s:7][cH:8][cH:9]2)[cH:14][cH:15][c:16]([Cl:18])[cH:17]1>>[NH:1]1[c:2]2[c:3]([cH:14][cH:15][c:16]([Cl:18])[cH:17]2)[NH:4][c:5]2[c:6]([s:7][cH:8][cH:9]2)[C:10]1=[O:11]. Reactants: CCOC(=O)NN, CC(=O)O, CCO, O=Cc1cn(-c2ccccn2)nc1-c1ccc([N+](=O)[O-])o1. Product: CCOC(=O)NN=Cc1cn(-c2ccccn2)nc1-c1ccc([N+](=O)[O-])o1. RXN SMILES: [CH2:22]([CH3:23])[O:24][C:25]([NH:26][NH2:27])=[O:28].[CH3:29][C:30](=[O:31])[OH:32].[CH3:33][CH2:34][OH:35].[N+:1](=[O:2])([O-:3])[c:4]1[cH:5][cH:6][c:7](-[c:9]2[n:10][n:11](-[c:16]3[n:17][cH:18][cH:19][cH:20][cH:21]3)[cH:12][c:13]2[CH:14]=[O:15])[o:8]1>>[N+:1](=[O:2])([O-:3])[c:4]1[cH:5][cH:6][c:7](-[c:9]2[n:10][n:11](-[c:16]3[n:17][cH:18][cH:19][cH:20][cH:21]3)[cH:12][c:13]2[CH:14]=[N:27][NH:26][C:25]([O:24][CH2:22][CH3:23])=[O:28])[o:8]1.